Dataset: the Open Reaction Database (ORD), a public repository of structured organic reaction records. Task: describe an organic reaction: reactants, conditions, products, and yield Starting materials: CC(C)(C)OC(=O)N1CCC(CCCI)CC1, O=C([O-])[O-], CCOC(C)=O, [Cs+], [Cs+], CN(C)C=O, O=Cc1ccc(O)cc1. The product is CC(C)(C)OC(=O)N1CCC(CCCOc2ccc(C=O)cc2)CC1. Reaction SMILES: [C:1](=[O:2])([O:3][C:4]([CH3:5])([CH3:6])[CH3:7])[N:8]1[CH2:9][CH2:10][CH:11]([CH2:14][CH2:15][CH2:16][I:17])[CH2:12][CH2:13]1.[C:27](=[O:28])([O-:29])[O-:30].[CH3:38][CH2:39][O:40][C:41](=[O:42])[CH3:43].[Cs+:31].[Cs+:32].[O:33]=[CH:34][N:35]([CH3:36])[CH3:37].[OH:18][c:19]1[cH:20][cH:21][c:22]([CH:23]=[O:24])[cH:25][cH:26]1>>[C:1](=[O:2])([O:3][C:4]([CH3:5])([CH3:6])[CH3:7])[N:8]1[CH2:9][CH2:10][CH:11]([CH2:14][CH2:15][CH2:16][O:18][c:19]2[cH:20][cH:21][c:22]([CH:23]=[O:24])[cH:25][cH:26]2)[CH2:12][CH2:13]1.